From a dataset of the Open Reaction Database (ORD), a public repository of structured organic reaction records. describe an organic reaction: reactants, conditions, products, and yield Reactants: C(C1=CC=CC=C1)OC(=O)N[C@H](C)C(=O)O (benzyloxycarbonyl-D-alanine), C=O (paraformaldehyde). Reagents/catalysts: O.C1(=CC=C(C=C1)S(=O)(=O)O)C (p-toluenesulfonic acid monohydrate). Run in C1(=CC=CC=C1)C (toluene). The product is C(C1=CC=CC=C1)OC(=O)N1COC([C@H]1C)=O ((4R)-N-benzyloxycarbonyl-4-methyl-5-oxazolidinone). Isolated yield 85.6%. Reaction SMILES: [CH2:1]([O:8][C:9]([NH:11][C@@H:12]([C:14]([OH:16])=[O:15])[CH3:13])=[O:10])[C:2]1[CH:7]=[CH:6][CH:5]=[CH:4][CH:3]=1.[CH2:17]=O>C1(C)C=CC=CC=1.O.C1(C)C=CC(S(O)(=O)=O)=CC=1>[CH2:1]([O:8][C:9]([N:11]1[C@H:12]([CH3:13])[C:14](=[O:16])[O:15][CH2:17]1)=[O:10])[C:2]1[CH:3]=[CH:4][CH:5]=[CH:6][CH:7]=1 |f:3.4|. Procedure details: In toluene (190 mL) were suspended benzyloxycarbonyl-D-alanine (19.3 g), paraformaldehyde (6.56 g) and p-toluenesulfonic acid monohydrate (0.17 g), and the mixture was heated at reflux while removing water produced. At the end of the reaction, the mixture was cooled to room temperature, and washed with saturated aqueous sodium hydrogen carbonate solution and saturated saline. The toluene solution was dried over anhydrous sodium sulfate. The solvent was evaporated under a reduced pressure. The pr... Starting materials: Cl.Cl.N1CCC(CC1)N1C(NC2=NC=CC=C21)=O (1-(piperidin-4-yl)-1H-imidazo[4,5-b]pyridin-2(3H)-one dihydrochloride), ClC1=NNC=2C(=CC3=C(C12)CN(C([C@@H](C3)CC(=O)O)=O)CCN3CCCCC3)Cl ((S)-2-(1,4-dichloro-8-oxo-9-(2-(piperidin-1-yl)ethyl)-3,6,7,8,9,10-hexahydroazepino[3,4-e]indazol-7-yl)acetic acid), CN(C)C(=[N+](C)C)ON1C2=C(C=CC=C2)N=N1.[B-](F)(F)(F)F (TBTU), C(C)(C)N(C(C)C)CC (N,N-Diisopropylethylamine). Run in CN(C=O)C (N,N-dimethylformamide). Reaction conditions: time 5 hour. Product: ClC1=NNC=2C(=CC3=C(C12)CN(C([C@@H](C3)CC(N3CCC(CC3)N3C(NC1=NC=CC=C13)=O)=O)=O)CCN1CCCCC1)Cl ((S)-1,4-dichloro-7-(2-oxo-2-(4-(2-oxo-2,3-dihydroimidazo[4,5-b]pyridin-1-yl)piperidin-1-yl)ethyl)-9-(2-(piperidin-1-yl)ethyl)-6,7,9,10-tetrahydroazepino[3,4-e]indazol-8(3H)-one). Isolated yield 71.0%. RXN SMILES: [Cl:1][C:2]1[C:10]2[C:9]3[CH2:11][N:12]([CH2:21][CH2:22][N:23]4[CH2:28][CH2:27][CH2:26][CH2:25][CH2:24]4)[C:13](=[O:20])[C@H:14]([CH2:16][C:17]([OH:19])=O)[CH2:15][C:8]=3[CH:7]=[C:6]([Cl:29])[C:5]=2[NH:4][N:3]=1.C(N(CC)C(C)C)(C)C.CN(C(ON1N=NC2C=CC=CC1=2)=[N+](C)C)C.[B-](F)(F)(F)F.Cl.Cl.[NH:63]1[CH2:68][CH2:67][CH:66]([N:69]2[C:77]3[C:72](=[N:73][CH:74]=[CH:75][CH:76]=3)[NH:71][C:70]2=[O:78])[CH2:65][CH2:64]1>CN(C)C=O>[Cl:1][C:2]1[C:10]2[C:9]3[CH2:11][N:12]([CH2:21][CH2:22][N:23]4[CH2:28][CH2:27][CH2:26][CH2:25][CH2:24]4)[C:13](=[O:20])[C@H:14]([CH2:16][C:17](=[O:19])[N:63]4[CH2:64][CH2:65][CH:66]([N:69]5[C:77]6[C:72](=[N:73][CH:74]=[CH:75][CH:76]=6)[NH:71][C:70]5=[O:78])[CH2:67][CH2:68]4)[CH2:15][C:8]=3[CH:7]=[C:6]([Cl:29])[C:5]=2[NH:4][N:3]=1 |f:2.3,4.5.6|. Procedure details: (S)-2-(1,4-dichloro-8-oxo-9-(2-(piperidin-1-yl)ethyl)-3,6,7,8,9,10-hexahydroazepino[3,4-e]indazol-7-yl)acetic acid (74 mg, 0.168 mmol) was dissolved in N,N-dimethylformamide (2.0 ml). N,N-Diisopropylethylamine (120 μl, 0.689 mmol) was added to the mixture followed successively by TBTU (58 mg, 0.181 mmol) and 1-(piperidin-4-yl)-1H-imidazo[4,5-b]pyridin-2(3H)-one dihydrochloride (58 mg, 0.199 mmol). Reaction stirred at room temperature for 5 hours. Reaction was quenched with 50% acetonitrile-water... Reactants: C(C)OC(CCCOC1=C(C(=CC=C1)CCCCCCOC1=CC(=CC(=C1)S(=O)(=O)C)C=1C=CC2=C(N=CS2)C1)CCC(=O)OCC)=O (4-[3-[6-(3-benzothiazol-5-yl-5-methanesulfonyl-phenoxy)-hexyl]-2-(2-ethoxycarbonyl-ethyl)-phenoxy]-butyric acid ethyl ester), [OH-].[Na+] (sodium hydroxide). Procedure: A similar procedure as described in Example 40, step 8 was used, starting from 4-[3-[6-(3-benzothiazol-5-yl-5-methanesulfonyl-phenoxy)-hexyl]-2-(2-ethoxycarbonyl-ethyl)-phenoxy]-butyric acid ethyl ester (100 mg, 0.14 mmol) and 1.0 N aqueous sodium hydroxide (1.44 mL) to afford 4-[3-[6-(3-benzothiazol-5-yl-5-methanesulfonyl-phenoxy)-hexyl]-2-(2-carboxy-ethyl)-phenoxy]-butyric acid (50 mg, 54.4%) as an amorphous white solid: ES(+)-HRMS m/e calcd for C33H37NO8S2 (M+H)+ 640.2034, found 640.2030. As a reaction SMILES: C([O:3][C:4](=[O:48])[CH2:5][CH2:6][CH2:7][O:8][C:9]1[CH:14]=[CH:13][CH:12]=[C:11]([CH2:15][CH2:16][CH2:17][CH2:18][CH2:19][CH2:20][O:21][C:22]2[CH:27]=[C:26]([S:28]([CH3:31])(=[O:30])=[O:29])[CH:25]=[C:24]([C:32]3[CH:33]=[CH:34][C:35]4[S:39][CH:38]=[N:37][C:36]=4[CH:40]=3)[CH:23]=2)[C:10]=1[CH2:41][CH2:42][C:43]([O:45]CC)=[O:44])C.[OH-].[Na+]>>[S:39]1[C:35]2[CH:34]=[CH:33][C:32]([C:24]3[CH:23]=[C:22]([CH:27]=[C:26]([S:28]([CH3:31])(=[O:29])=[O:30])[CH:25]=3)[O:21][CH2:20][CH2:19][CH2:18][CH2:17][CH2:16][CH2:15][C:11]3[C:10]([CH2:41][CH2:42][C:43]([OH:45])=[O:44])=[C:9]([CH:14]=[CH:13][CH:12]=3)[O:8][CH2:7][CH2:6][CH2:5][C:4]([OH:48])=[O:3])=[CH:40][C:36]=2[N:37]=[CH:38]1 |f:1.2|. Product: S1C=NC2=C1C=CC(=C2)C=2C=C(OCCCCCCC=1C(=C(OCCCC(=O)O)C=CC1)CCC(=O)O)C=C(C2)S(=O)(=O)C (4-[3-[6-(3-benzothiazol-5-yl-5-methanesulfonyl-phenoxy)-hexyl]-2-(2-carboxy-ethyl)-phenoxy]-butyric acid). The yield is 55.8%. Reactants: N(=[N+]=[N-])C=1C=CC(=C(C1)C(=O)C1=C(C=C(C=C1)NC1=CC=C(C=C1)C(F)(F)F)Cl)C ((5-Azido-2-methyl-phenyl)-[2-chloro-4-(4-trifluoromethyl-phenylamino)-phenyl]-methanone), NC=1C=CC(=C(C1)C(=O)C1=C(C=C(C=C1)NC1=CC(=CC=C1)F)Cl)C ((5-Amino-2-methyl-phenyl)-[2-chloro-4-(3-fluoro-phenylamino)-phenyl]-methanone). Yields the product N(=[N+]=[N-])C=1C=CC(=C(C1)C(=O)C1=C(C=C(C=C1)NC1=CC(=CC=C1)F)Cl)C ((5-Azido-2-methyl-phenyl)-[2-chloro-4-(3-fluoro-phenylamino)-phenyl]-methanone). Reaction SMILES: [N:1]([C:4]1[CH:5]=[CH:6][C:7]([CH3:30])=[C:8]([C:10]([C:12]2[CH:17]=[CH:16][C:15]([NH:18][C:19]3[CH:24]=[CH:23][C:22]([C:25]([F:28])(F)F)=C[CH:20]=3)=[CH:14][C:13]=2[Cl:29])=[O:11])[CH:9]=1)=[N+:2]=[N-:3].NC1C=CC(C)=C(C(C2C=CC(NC3C=CC=C(F)C=3)=CC=2Cl)=O)C=1>>[N:1]([C:4]1[CH:5]=[CH:6][C:7]([CH3:30])=[C:8]([C:10]([C:12]2[CH:17]=[CH:16][C:15]([NH:18][C:19]3[CH:24]=[CH:23][CH:22]=[C:25]([F:28])[CH:20]=3)=[CH:14][C:13]=2[Cl:29])=[O:11])[CH:9]=1)=[N+:2]=[N-:3]. Reported procedure: The reaction was carried out similarly as described in the preparation of compound 416, using compound 458 (1.83 mmol). The crude product was purified by flash chromatography using EtOAc/petroleum ether (40-60) 1:9 and 1:6 as the eluent to afford the title compound as yellow foam. Starting materials: O=C1CCC(=O)N1Br, ClC(Cl)Cl, Nc1cncc(Cl)n1. The product is Nc1nc(Cl)cnc1Br. RXN SMILES: [Br:9][N:10]1[C:11](=[O:12])[CH2:13][CH2:14][C:15]1=[O:16].[Cl:17][CH:18]([Cl:19])[Cl:20].[Cl:1][c:2]1[cH:3][n:4][cH:5][c:6]([NH2:8])[n:7]1>>[Cl:1][c:2]1[cH:3][n:4][c:5]([Br:9])[c:6]([NH2:8])[n:7]1. Reaction SMILES: BrCC(Br)=O.[CH3:6][C:7]1[CH:13]=[CH:12][CH:11]=[C:10]([C:14](=[O:17])[CH2:15][CH3:16])[C:8]=1[NH2:9].[Br:18][CH2:19][CH2:20][C:21](Cl)=[O:22]>>[Br:18][CH2:19][CH2:20][C:21]([NH:9][C:8]1[C:10]([C:14](=[O:17])[CH2:15][CH3:16])=[CH:11][CH:12]=[CH:13][C:7]=1[CH3:6])=[O:22]. Reactants: BrCC(=O)Br (bromacetyl bromide), CC1=C(N)C(=CC=C1)C(CC)=O (2-methyl-6-propionylaniline), BrCCC(=O)Cl (3-bromopropionyl chloride). The product is BrCCC(=O)NC1=C(C=CC=C1C(CC)=O)C (3-bromo-2'-methyl-6'-propionylpropionanilide). Procedure: In the same manner as in Example 1 but replacing 2-acetyl-6-methylaniline and bromacetyl bromide by 2-methyl-6-propionylaniline and 3-bromopropionyl chloride, there was obtained 3-bromo-2'-methyl-6'-propionylpropionanilide.